This data is from the Open Reaction Database (ORD), a public repository of structured organic reaction records. The task is: describe an organic reaction: reactants, conditions, products, and yield Starting materials: ClC1=CC=C(CC=2C(=NC=3C=C(C=C(C3C2C)O)C)C)C=C1 (3-(4-chlorobenzyl)-2,4,7-trimethylquinolin-5-ol), C([O-])([O-])=O.[K+].[K+] (potassium carbonate), COC(CBr)=O (bromoacetic acid methyl ester). Solvent: CN(C=O)C (N,N-dimethylformamide). Run at time 17 hour. The product is COC(COC1=C2C(=C(C(=NC2=CC(=C1)C)C)CC1=CC=C(C=C1)Cl)C)=O ([3-(4-chlorobenzyl)-2,4,7-trimethylquinolin-5-yloxy]acetic Acid Methyl Ester). Reaction SMILES: [Cl:1][C:2]1[CH:22]=[CH:21][C:5]([CH2:6][C:7]2[C:8]([CH3:20])=[N:9][C:10]3[CH:11]=[C:12]([CH3:19])[CH:13]=[C:14]([OH:18])[C:15]=3[C:16]=2[CH3:17])=[CH:4][CH:3]=1.C(=O)([O-])[O-].[K+].[K+].[CH3:29][O:30][C:31](=[O:34])[CH2:32]Br>CN(C)C=O>[CH3:29][O:30][C:31](=[O:34])[CH2:32][O:18][C:14]1[CH:13]=[C:12]([CH3:19])[CH:11]=[C:10]2[C:15]=1[C:16]([CH3:17])=[C:7]([CH2:6][C:5]1[CH:4]=[CH:3][C:2]([Cl:1])=[CH:22][CH:21]=1)[C:8]([CH3:20])=[N:9]2 |f:1.2.3|. Reported procedure: A mixture of 3-(4-chlorobenzyl)-2,4,7-trimethylquinolin-5-ol (0.24 g), N,N-dimethylformamide (2.0 mL), potassium carbonate (0.12 g) and bromoacetic acid methyl ester (0.12 mL) was stirred at room temperature for 17 hours. The mixture was filtered and the filtrate concentrated under reduced pressure. The residue was triturated with diethyl ether and further purification by column chromatography on silica gel, eluting with a mixture of methyl tert-butyl ether and dichloromethane (1:4 to 3:7 by vol... Starting materials: O (water), C(C)N1C(=NC2=C1C=CC(=C2)N)CC=2N(N=CC2)C2=C(C=CC(=C2)F)F (1-Ethyl-2-{[2-(2,5-difluorophenyl)-pyrazol-3-yl]methyl}-5-amino-1H-benzimidazole), C(C)OC(OCC)OCC (triethylorthoformate), [N-]=[N+]=[N-].[Na+] (sodium azide). Run in C(C)(=O)O (acetic acid). Conditions: temperature 70 celsius. Product: C(C)N1C(=NC2=C1C=CC(=C2)N2N=NN=C2)CC=2N(N=CC2)C2=C(C=CC(=C2)F)F (1-ethyl-2-{[2-(2,5-difluorophenyl)-pyrazol-3-yl]methyl}-5-(1,2,3,4-tetrazol-1-yl)-1H-benzimidazole). RXN SMILES: [CH2:1]([N:3]1[C:7]2[CH:8]=[CH:9][C:10]([NH2:12])=[CH:11][C:6]=2[N:5]=[C:4]1[CH2:13][C:14]1[N:15]([C:19]2[CH:24]=[C:23]([F:25])[CH:22]=[CH:21][C:20]=2[F:26])[N:16]=[CH:17][CH:18]=1)[CH3:2].[CH2:27](OC(OCC)OCC)C.[N-:37]=[N+:38]=[N-:39].[Na+].O>C(O)(=O)C>[CH2:1]([N:3]1[C:7]2[CH:8]=[CH:9][C:10]([N:12]3[CH:27]=[N:39][N:38]=[N:37]3)=[CH:11][C:6]=2[N:5]=[C:4]1[CH2:13][C:14]1[N:15]([C:19]2[CH:24]=[C:23]([F:25])[CH:22]=[CH:21][C:20]=2[F:26])[N:16]=[CH:17][CH:18]=1)[CH3:2] |f:2.3|. Reported procedure: 1-Ethyl-2-{[2-(2,5-difluorophenyl)-pyrazol-3-yl]methyl}-5-amino-1H-benzimidazole (104 mg) is treated with triethylorthoformate (4 eq) in acetic acid (10 mL) at reflux for 4 h. After concentrating the solution, acetic acid is re-added, sodium azide (4 eq) added, and the mixture heated at 70° C. for 3 h. After cooling, water (15 mL) is added and the mixture concentrated. The residue is taken up in ethyl acetate, washed with aqueous sodium bicarbonate (2×) then saturated aqueous sodium chloride, dr...